This data is from the Open Reaction Database (ORD), a public repository of structured organic reaction records. The task is: describe an organic reaction: reactants, conditions, products, and yield The reactants are BrB(Br)Br, COc1cc([N+](=O)[O-])cc(C(F)(F)F)c1, ClCCl. Product: O=[N+]([O-])c1cc(O)cc(C(F)(F)F)c1. As a reaction SMILES: [B:16]([Br:17])([Br:18])[Br:19].[CH3:1][O:2][c:3]1[cH:4][c:5]([N+:13](=[O:14])[O-:15])[cH:6][c:7]([C:9]([F:10])([F:11])[F:12])[cH:8]1.[Cl:20][CH2:21][Cl:22]>>[OH:2][c:3]1[cH:4][c:5]([N+:13](=[O:14])[O-:15])[cH:6][c:7]([C:9]([F:10])([F:11])[F:12])[cH:8]1.